From a dataset of the Open Reaction Database (ORD), a public repository of structured organic reaction records. describe an organic reaction: reactants, conditions, products, and yield Starting materials: NOS(=O)(=O)O, O, O=Cc1cc(O)c(O)c([N+](=O)[O-])c1. Product: N#Cc1cc(O)c(O)c([N+](=O)[O-])c1. Reaction SMILES: [NH2:1][O:2][S:3]([OH:4])(=[O:5])=[O:6].[OH2:20].[OH:7][c:8]1[cH:9][c:10]([CH:11]=[O:12])[cH:13][c:14]([N+:17](=[O:18])[O-:19])[c:15]1[OH:16]>>[N:1]#[C:11][c:10]1[cH:9][c:8]([OH:7])[c:15]([OH:16])[c:14]([N+:17](=[O:18])[O-:19])[cH:13]1. Starting materials: C(C=C)OC1=CC=C(C=C1)C1=NOC(=C1C(=O)\N=C(/NC(=O)OC(C)(C)C)\NCC1=CC(=C(C(=C1)Cl)NC(CN(C(OC(C)(C)C)=O)CCCCC=C)=O)Cl)C (tert-Butyl (2-((4-((((Z)-(((3-(4-(allyloxy)phenyl)-5-methyl-4-isoxazolyl)carbonyl)imino)((tert-butoxycarbonyl)amino)methyl)amino)methyl)-2,6-dichlorophenyl)amino)-2-oxoethyl)5-hexen-1-ylcarbamate). The reagents and catalysts are Cl[Ru]([P](C1CCCCC1)(C2CCCCC2)C3CCCCC3)(=CC4=CC=CC=C4)(Cl)=C5N(C6=C(C)C=C(C)C=C6C)CCN5C7=C(C)C=C(C)C=C7C (Grubbs Catalyst 2nd Generation). Run in ClCCCl (1,2-dichloroethane), ClCCCl (1,2-dichloroethane). Run at temperature 45 celsius, time 2 hour. Product: C(C)(C)(C)OC(=O)NC1=NC(C2=C(ON=C2C2=CC=C(OC/C=C/CCCCN(CC(NC3=C(C=C(CN1)C=C3Cl)Cl)=O)C(=O)OC(C)(C)C)C=C2)C)=O (tert-Butyl (24E)-9-((tert-butoxycarbonyl)amino)-14,33-dichloro-5-methyl-7,17-dioxo-4,27-dioxa-3,8,10,16,19-pentaazatetracyclo[26.2.2.212,15.02,6]tetratriaconta-1(30),2,5,8,12,14,24,28,31,33-decaene-19-carboxylate). Reaction SMILES: [CH2:1]([O:4][C:5]1[CH:10]=[CH:9][C:8]([C:11]2[C:15]([C:16](/[N:18]=[C:19](/[NH:28][CH2:29][C:30]3[CH:35]=[C:34]([Cl:36])[C:33]([NH:37][C:38](=[O:54])[CH2:39][N:40]([CH2:48][CH2:49][CH2:50][CH2:51]C=C)[C:41](=[O:47])[O:42][C:43]([CH3:46])([CH3:45])[CH3:44])=[C:32]([Cl:55])[CH:31]=3)\[NH:20][C:21]([O:23][C:24]([CH3:27])([CH3:26])[CH3:25])=[O:22])=[O:17])=[C:14]([CH3:56])[O:13][N:12]=2)=[CH:7][CH:6]=1)[CH:2]=[CH2:3]>ClCCCl.Cl[Ru](=C1N(C2C(C)=CC(C)=CC=2C)CCN1C1C(C)=CC(C)=CC=1C)(Cl)(=CC1C=CC=CC=1)[P](C1CCCCC1)(C1CCCCC1)C1CCCCC1>[C:24]([O:23][C:21]([NH:20][C:19]1[NH:28][CH2:29][C:30]2[CH:31]=[C:32]([Cl:55])[C:33](=[C:34]([Cl:36])[CH:35]=2)[NH:37][C:38](=[O:54])[CH2:39][N:40]([C:41]([O:42][C:43]([CH3:45])([CH3:46])[CH3:44])=[O:47])[CH2:48][CH2:49][CH2:50][CH2:51][CH:3]=[CH:2][CH2:1][O:4][C:5]2[CH:10]=[CH:9][C:8](=[CH:7][CH:6]=2)[C:11]2[C:15](=[C:14]([CH3:56])[O:13][N:12]=2)[C:16](=[O:17])[N:18]=1)=[O:22])([CH3:26])([CH3:25])[CH3:27] |^1:93|. Procedure: The intermediate (85 mg, 0.104 mmol) from Step 7(B) was dissolved in 27 mL of 1,2-dichloroethane, followed by the addition of Grubbs Catalyst 2nd Generation (6 mg, 0.007 mmol) with 1 mL of 1,2-dichloroethane. The resulting reaction mixture was stirred at 45° C. for 2 hrs. Solvent was evaporated in vacuo to give a crude product, which was purified by flash chromatography (8% EtOAc/DCM) to give two compounds, 8 mg of cis-8C (Rf 0.37) and 45 mg of trans-8C (Rf 0.26). Reactants: Cl, Cl, Cl, O=C(O)c1ccc(N2CCOCC2)nc1, NC1CCC(CCN2CCN(c3nccc4c3CCO4)CC2)CC1. The product is O=C(NC1CCC(CCN2CCN(c3nccc4c3CCO4)CC2)CC1)c1ccc(N2CCOCC2)nc1. As a reaction SMILES: [ClH:1].[ClH:2].[ClH:3].[O:28]1[CH2:29][CH2:30][N:31]([c:34]2[n:35][cH:36][c:37]([C:38](=[O:39])[OH:40])[cH:41][cH:42]2)[CH2:32][CH2:33]1.[O:4]1[CH2:5][CH2:6][c:7]2[c:8]([N:13]3[CH2:14][CH2:15][N:16]([CH2:19][CH2:20][CH:21]4[CH2:22][CH2:23][CH:24]([NH2:27])[CH2:25][CH2:26]4)[CH2:17][CH2:18]3)[n:9][cH:10][cH:11][c:12]21>>[O:4]1[CH2:5][CH2:6][c:7]2[c:8]([N:13]3[CH2:14][CH2:15][N:16]([CH2:19][CH2:20][CH:21]4[CH2:22][CH2:23][CH:24]([NH:27][C:38]([c:37]5[cH:36][n:35][c:34]([N:31]6[CH2:30][CH2:29][O:28][CH2:33][CH2:32]6)[cH:42][cH:41]5)=[O:39])[CH2:25][CH2:26]4)[CH2:17][CH2:18]3)[n:9][cH:10][cH:11][c:12]21. The product is CON(C(=O)C1=CC=2CN(CCC2S1)C(=O)OC(C)(C)C)C (Tert-Butyl 2-(methoxy(methyl)carbamoyl)-6,7-dihydrothieno[3,2-c]pyridine-5(4H)-carboxylate). Reaction SMILES: [C:1]([O:5][C:6]([N:8]1[CH2:13][CH2:12][C:11]2[S:14][C:15]([C:17]([OH:19])=O)=[CH:16][C:10]=2[CH2:9]1)=[O:7])([CH3:4])([CH3:3])[CH3:2].Cl.[CH3:21][NH:22][O:23][CH3:24].C1C=NC2N(O)N=NC=2C=1.C(N(C(C)C)CC)(C)C.CCN=C=NCCCN(C)C>C(Cl)Cl>[CH3:24][O:23][N:22]([CH3:21])[C:17]([C:15]1[S:14][C:11]2[CH2:12][CH2:13][N:8]([C:6]([O:5][C:1]([CH3:2])([CH3:3])[CH3:4])=[O:7])[CH2:9][C:10]=2[CH:16]=1)=[O:19] |f:1.2|. Run in C(Cl)Cl (methylene chloride). Conditions: temperature 0 celsius, time 8 hour. Procedure details: 5-(tert-Butoxycarbonyl)-4,5,6,7-tetrahydrothieno[3,2-c]pyridine-2-carboxylic acid (968 mg, 3.42 mmol) and N,O-dimethylhydroxylamine hydrochloride (333 mg, 3.42 mmol) were dissolved in MC (50 ml) and the solution was cooled to 0° C. HOAt (46.5 mg, 0.34 mmol), diisopropylethylamine (0.66 ml, 3.76 mmol) and EDCI (720 mg, 3.76 mmol) were added to this mixture and the mixture was stirred at room temperature overnight. The reaction mixture was diluted with methylene chloride (50 ml) and washed with 0.... The reactants are C(C)(C)(C)OC(=O)N1CC2=C(CC1)SC(=C2)C(=O)O (5-(tert-Butoxycarbonyl)-4,5,6,7-tetrahydrothieno[3,2-c]pyridine-2-carboxylic acid), Cl.CNOC (N,O-dimethylhydroxylamine hydrochloride), C1=CC2=C(N=C1)N(N=N2)O (HOAt), C(C)(C)N(CC)C(C)C (diisopropylethylamine), CCN=C=NCCCN(C)C (EDCI). The reactants are CO (Methanol), [H-].[Na+] (sodium hydride), ClC1=CC=C(C=N1)S(=O)(=O)NCCN1CCCC1 (6-chloro-N-(2-pyrrolidin-1-ylethyl)pyridine-3-sulfonamide), O=C1NC2=CC(=CC=C2C1)C#N (2-oxoindoline-6-carbonitrile). The solvent is CN1C(CCC1)=O (1-methyl-2-pyrrolidinone). Conditions: time 5 minute. Product: Cl.C(#N)C1=CC=C2C(=C(NC2=C1)O)C1=CC=C(C=N1)S(=O)(=O)NCCN1CCCC1 (6-(6-Cyano-2-hydroxy-1H-indol-3-yl)-N-(2-pyrrolidin-1-ylethyl)pyridine-3-sulfonamide hydrochloride). Yield: 25.0%. Reaction SMILES: [H-].[Na+].[O:3]=[C:4]1[CH2:12][C:11]2[C:6](=[CH:7][C:8]([C:13]#[N:14])=[CH:9][CH:10]=2)[NH:5]1.[Cl:15][C:16]1[N:21]=[CH:20][C:19]([S:22]([NH:25][CH2:26][CH2:27][N:28]2[CH2:32][CH2:31][CH2:30][CH2:29]2)(=[O:24])=[O:23])=[CH:18][CH:17]=1.CO>CN1CCCC1=O>[ClH:15].[C:13]([C:8]1[CH:7]=[C:6]2[C:11]([C:12]([C:16]3[N:21]=[CH:20][C:19]([S:22]([NH:25][CH2:26][CH2:27][N:28]4[CH2:32][CH2:31][CH2:30][CH2:29]4)(=[O:24])=[O:23])=[CH:18][CH:17]=3)=[C:4]([OH:3])[NH:5]2)=[CH:10][CH:9]=1)#[N:14] |f:0.1,6.7|. Procedure details: To a suspension of sodium hydride (97%, 0.036 g, 1.5 mmol) in 1-methyl-2-pyrrolidinone (2 mL) was added 2-oxoindoline-6-carbonitrile (0.119 g, 0.75 mmol). The formed mixture was stirred for 5 min at room temperature and 6-chloro-N-(2-pyrrolidin-1-ylethyl)pyridine-3-sulfonamide (0.145 g, 0.5 mmol) was added. The resulting reaction mixture was set under an N2 atmosphere and stirred for 1 h at 90° C. Methanol (0.4 mL) was added and the solvents were removed in vacuo. The crude product was purified ... RXN SMILES: [Br:1][c:2]1[cH:3][c:4]([NH:5][c:6]2[c:7]3[c:8]([n:9][cH:10][n:11]2)[cH:12][n:13][c:14]([F:16])[cH:15]3)[cH:17][cH:18][cH:19]1.[CH3:20][O-:21].[CH3:23][OH:24].[Na+:22]>>[Br:1][c:2]1[cH:3][c:4]([NH:5][c:6]2[c:7]3[c:8]([n:9][cH:10][n:11]2)[cH:12][n:13][c:14]([O:21][CH3:20])[cH:15]3)[cH:17][cH:18][cH:19]1. Starting materials: Fc1cc2c(Nc3cccc(Br)c3)ncnc2cn1, C[O-], CO, [Na+]. Yields the product COc1cc2c(Nc3cccc(Br)c3)ncnc2cn1. Starting materials: [N+](=O)([O-])C=1C=C(C(=CC1)N)N (4-Nitro-benzene-1,2-diamine), S1C(=CC=C1)C(C(=O)O)=O ((thiophen-2-yl) oxo-acetic acid). Product: [N+](=O)([O-])C=1C=C2N=C(C(NC2=CC1)=O)C=1SC=CC1 (6-Nitro-3-thiophen-2-yl-1H-quinoxalin-2-one). RXN SMILES: [N+:1]([C:4]1[CH:5]=[C:6]([NH2:11])[C:7]([NH2:10])=[CH:8][CH:9]=1)([O-:3])=[O:2].[S:12]1[CH:16]=[CH:15][CH:14]=[C:13]1[C:17](=O)[C:18](O)=[O:19]>>[N+:1]([C:4]1[CH:5]=[C:6]2[C:7](=[CH:8][CH:9]=1)[NH:10][C:18](=[O:19])[C:17]([C:13]1[S:12][CH:16]=[CH:15][CH:14]=1)=[N:11]2)([O-:3])=[O:2]. Procedure details: The quinoxalin-2-one of the present example is prepared with 4-Nitro-benzene-1,2-diamine and (thiophen-2-yl) oxo-acetic acid via the method described in Example 12 to afford 6-Nitro-3-thiophen-2-yl-1H-quinoxalin-2-one.